Dataset: the Open Reaction Database (ORD), a public repository of structured organic reaction records. Task: describe an organic reaction: reactants, conditions, products, and yield The reactants are NCCCS(=O)O (3-aminopropylsulfinic acid), C([O-])(O)=O.[Na+] (sodium bicarbonate), C(C(C)C)(=O)OC(C)OC(=O)OC1C(=O)NC(C1)=O ([(1-Isobutanoyloxyethoxy)carbonyloxy] Succinimide). Run in O (water), C(C)#N (acetonitrile), C(C)OCC (diethyl ether). Run at time 16 hour. The product is C(C(C)C)(=O)OC(C)OC(=O)NCCCS(=O)O (3-{[1-Isobutanoyloxyethoxy]carbonylamino}propyl Sulfinic Acid). As a reaction SMILES: [NH2:1][CH2:2][CH2:3][CH2:4][S:5]([OH:7])=[O:6].C(=O)(O)[O-].[Na+].[C:13]([O:18][CH:19]([O:21][C:22](OC1CC(=O)NC1=O)=[O:23])[CH3:20])(=[O:17])[CH:14]([CH3:16])[CH3:15]>O.C(#N)C.C(OCC)C>[C:13]([O:18][CH:19]([O:21][C:22]([NH:1][CH2:2][CH2:3][CH2:4][S:5]([OH:7])=[O:6])=[O:23])[CH3:20])(=[O:17])[CH:14]([CH3:16])[CH3:15] |f:1.2|. Procedure: To a solution of 3-aminopropylsulfinic acid (10 mmol) and sodium bicarbonate (20 mmol) in water (40 mL) is added a solution of compound (17) (10 mmol) in acetonitrile (20 mL) over 1 min. The reaction is stirred at ambient temperature for 16 h. The reaction mixture is diluted with diethyl ether (100 mL) and washed with 0.1 M aqueous potassium bisulfate (3×100 mL). The organic phase is separated, dried over anhydrous magnesium sulfate, filtered, and concentrated in vacuo to afford the title compou... Reactants: C(CC)SCC1=[N+](C2=CC=CC=C2[N+](=C1)[O-])[O-] (2-n-propylthiomethylquinoxaline 1,4-dioxide), C(CC)S(=O)CC1=[N+](C2=CC=CC=C2[N+](=C1)[O-])[O-] (2-n-propylsulfinylmethylquinoxaline 1,4-dioxide). Yields the product C(C)S(=O)CC1=[N+](C2=CC=CC=C2[N+](=C1)[O-])[O-] (2-Ethylsulfinylmethylquinoxaline 1,4-Dioxide). RXN SMILES: C(SCC1C=[N+]([O-])C2C(=CC=CC=2)[N+]=1[O-])CC.[CH2:18]([S:21]([CH2:23][C:24]1[CH:33]=[N+:32]([O-:34])[C:31]2[C:26](=[CH:27][CH:28]=[CH:29][CH:30]=2)[N+:25]=1[O-:35])=[O:22])[CH2:19]C>>[CH2:18]([S:21]([CH2:23][C:24]1[CH:33]=[N+:32]([O-:34])[C:31]2[C:26](=[CH:27][CH:28]=[CH:29][CH:30]=2)[N+:25]=1[O-:35])=[O:22])[CH3:19]. Procedure: By means of this procedure, 2-n-propylthiomethylquinoxaline 1,4-dioxide is converted in 73 percent yield to 2-n-propylsulfinylmethylquinoxaline 1,4-dioxide, m.p. 137°-139°C. Reactants: Cl (hydrochloric acid), ClC1=C(C(=CC(=C1)OCC=C(Cl)Cl)Cl)O (2,6-dichloro-4-(3,3-dichloro-2-propenyloxy)phenol), C([O-])([O-])=O.[K+].[K+] (potassium carbonate), C(C)(C)(C)ON=C(C)COCCCCOS(=O)(=O)C (4-(methanesulfonyloxy)butyloxyacetone O-tert-butyloxime), crude product. Solvent: CN(C=O)C (N,N-dimethylformamide). Reaction conditions: temperature 60 celsius, time 6 hour. Yields the product C(C)(C)(C)ON=C(C)COCCCCOC1=C(C=C(C=C1Cl)OCC=C(Cl)Cl)Cl (4-(2,6-dichloro-4-(3,3-dichloro-2-propenyloxy)phenoxy)butyloxyacetone O-tert-butyloxime). The yield is 76.3%. RXN SMILES: [Cl:1][C:2]1[CH:7]=[C:6]([O:8][CH2:9][CH:10]=[C:11]([Cl:13])[Cl:12])[CH:5]=[C:4]([Cl:14])[C:3]=1[OH:15].C(=O)([O-])[O-].[K+].[K+].[C:22]([O:26][N:27]=[C:28]([CH2:30][O:31][CH2:32][CH2:33][CH2:34][CH2:35]OS(C)(=O)=O)[CH3:29])([CH3:25])([CH3:24])[CH3:23].Cl>CN(C)C=O>[C:22]([O:26][N:27]=[C:28]([CH2:30][O:31][CH2:32][CH2:33][CH2:34][CH2:35][O:15][C:3]1[C:2]([Cl:1])=[CH:7][C:6]([O:8][CH2:9][CH:10]=[C:11]([Cl:13])[Cl:12])=[CH:5][C:4]=1[Cl:14])[CH3:29])([CH3:25])([CH3:24])[CH3:23] |f:1.2.3|. Procedure: First, 0.55 g of 2,6-dichloro-4-(3,3-dichloro-2-propenyloxy)phenol, 0.30 g of potassium carbonate, 0.59 g of 4-(methanesulfonyloxy)butyloxyacetone O-tert-butyloxime, and 10 ml of N,N-dimethylformamide are placed in a reaction vessel. After stirring at 60° C. for 6 hours, the reaction mixture is poured into diluted hydrochloric acid, and extracted twice with ethyl acetate. The ethyl acetate layers are combined, washed with water, dried over anhydrous magnesium sulfate, and concentrated to give a ... Starting materials: ClCCCOC1=CC=C(C(=O)OC)C=C1 (methyl 4-(3-chloropropoxy)benzoate), [OH-].[Na+] (sodium hydroxide). Run in C(C)O (ethanol). Product: ClCCCOC1=CC=C(C(=O)O)C=C1 (4-(3-chloropropoxy)benzoic acid). The yield is 98.0%. As a reaction SMILES: [Cl:1][CH2:2][CH2:3][CH2:4][O:5][C:6]1[CH:15]=[CH:14][C:9]([C:10]([O:12]C)=[O:11])=[CH:8][CH:7]=1.[OH-].[Na+]>C(O)C>[Cl:1][CH2:2][CH2:3][CH2:4][O:5][C:6]1[CH:15]=[CH:14][C:9]([C:10]([OH:12])=[O:11])=[CH:8][CH:7]=1 |f:1.2|. Procedure: To a solution of methyl 4-(3-chloropropoxy)benzoate ax13 (3 g, 13 mmol, 1 eq) in ethanol (30 ml) is added 2.5 M aqueous sodium hydroxide (10 ml, 25 mmol, 2 eq). The mixture is refluxed for 1 hour, concentrated under vacuum, acidified with 2 M aqueous hydrochloric acid to pH 1 and extracted with ethyl acetate (3×50 ml). The combined organic layers are evaporated to give 2.75 g of 4-(3-chloropropoxy)benzoic acid ax51. The reactants are C(C)N1CC(CCC1)C1=CC(=C(C=C1)OC)OC (N-ethyl-3-(3',4'-dimethoxyphenyl)-piperidine), Br (hydrobromic acid). Product: Br.C(C)N1CC(CCC1)C1=CC(=C(C=C1)O)O (N-ethyl-3-(3',4'-dihydroxyphenyl)-piperidine hydrobromide). As a reaction SMILES: [CH2:1]([N:3]1[CH2:8][CH2:7][CH2:6][CH:5]([C:9]2[CH:14]=[CH:13][C:12]([O:15]C)=[C:11]([O:17]C)[CH:10]=2)[CH2:4]1)[CH3:2].[BrH:19]>>[BrH:19].[CH2:1]([N:3]1[CH2:8][CH2:7][CH2:6][CH:5]([C:9]2[CH:14]=[CH:13][C:12]([OH:15])=[C:11]([OH:17])[CH:10]=2)[CH2:4]1)[CH3:2] |f:2.3|. Procedure details: A mixture of 5.9 g of N-ethyl-3-(3',4'-dimethoxyphenyl)-piperidine and 30 ml of 66% hydrobromic acid was refluxed for an hour and was then evaporated to dryness under reduced pressure. The residue was crystallized from ethanol to obtain 5.9 g of N-ethyl-3-(3',4'-dihydroxyphenyl)-piperidine hydrobromide melting at 207° C.